From a dataset of the Open Reaction Database (ORD), a public repository of structured organic reaction records. describe an organic reaction: reactants, conditions, products, and yield The reactants are FC=1C=C2C=CN=CC2=CC1 (6-Fluoro-isoquinoline), COC=1C=C(C=O)C=CC1F (3-methoxy-4-fluoro-benzaldehyde). Product: COC1=C(C=C2C=CN=CC2=C1)F (7-Methoxy-6-fluoro-isoquinoline). RXN SMILES: [CH3:1][O:2][C:3]1[CH:4]=[C:5]([CH:8]=[CH:9][C:10]=1[F:11])[CH:6]=O.FC1C=C2C(=CC=1)C=[N:18][CH:17]=[CH:16]2>>[CH3:1][O:2][C:3]1[CH:4]=[C:5]2[C:8]([CH:16]=[CH:17][N:18]=[CH:6]2)=[CH:9][C:10]=1[F:11]. Procedure: Starting from 3-methoxy-4-fluoro-benzaldehyde, the title compound was prepared by the same reaction sequence as 6-fluoro-isoquinoline (5). Rt=0.70 min (Method #4). Detected mass: 178.1 (M+H+). Starting materials: N(=[N+]=[N-])C1=CC=C(N)C=C1 (4-Azidoaniline), BrC=1C=CC=2N(C3=CC=C(C=C3C2C1)Br)CC1OC1 (3,6-dibromo-9-(oxiran-2-ylmethyl)-9H-carbazole), [Li+].[Br-] (LiBr). Run in C1CCOC1 (THF). Reaction conditions: time 3 day. The product is N(=[N+]=[N-])C1=CC=C(C=C1)NCC(CN1C2=CC=C(C=C2C=2C=C(C=CC12)Br)Br)O (1-(4-azidophenylamino)-3-(3,6-dibromo-9H-carbazol-9-yl)propan-2-ol). Yield: 23.0%. Reaction SMILES: [N:1]([C:4]1[CH:10]=[CH:9][C:7]([NH2:8])=[CH:6][CH:5]=1)=[N+:2]=[N-:3].[Br:11][C:12]1[CH:13]=[CH:14][C:15]2[N:16]([CH2:26][CH:27]3[CH2:29][O:28]3)[C:17]3[C:22]([C:23]=2[CH:24]=1)=[CH:21][C:20]([Br:25])=[CH:19][CH:18]=3.[Li+].[Br-]>C1COCC1>[N:1]([C:4]1[CH:10]=[CH:9][C:7]([NH:8][CH2:29][CH:27]([OH:28])[CH2:26][N:16]2[C:17]3[CH:18]=[CH:19][C:20]([Br:25])=[CH:21][C:22]=3[C:23]3[C:15]2=[CH:14][CH:13]=[C:12]([Br:11])[CH:24]=3)=[CH:6][CH:5]=1)=[N+:2]=[N-:3] |f:2.3|. Procedure: 4-Azidoaniline (0.038 g, 0.283 mmol) was added to a solution of 3,6-dibromo-9-(oxiran-2-ylmethyl)-9H-carbazole (0.100 g, 0.262 mmol) in THF (0.10 mL). LiBr (0.001 g, 0.013 mmol) was added and the reaction was stirred at room temperature for 3 days. The reaction was purified directly by chromatography (SiO2, 0-25% EtOAc/Hexane) to afford the desired product (31 mg, 23%). Reactants: C(C1=CC=CC=C1)N1C(C2=CC=CC=C2C12CCNCC2)=O (2-benzylspiro[isoindole-1,4′-piperidin]-3(2H)-one), ClCC(=O)N1CCN(CC1)C1CCC1 (1-(chloroacetyl)-4-cyclobutylpiperazine), C(=O)([O-])[O-].[K+].[K+] (K2CO3), O (Water). Solvent: CC#N (CH3CN), CCOC(=O)C (EtOAc). Reaction conditions: time 8 hour. Product: C(C1=CC=CC=C1)N1C(C2=CC=CC=C2C12CCN(CC2)CC(=O)N2CCN(CC2)C2CCC2)=O (2-benzyl-1′-[2-(4-cyclobutylpiperazin-1-yl)-2-oxoethyl]spiro[isoindole-1,4′-piperidin]-3(2H)-one), 2-(4-cyclobutylpiperazin-1-yl)-2-oxoethyl 2-benzyl-3-oxo-2,3-dihydro-1′H-spiro[isoindole-1,4′-piperidine]-1′-carboxylate. Reaction SMILES: [CH2:1]([N:8]1[C:16]2([CH2:21][CH2:20][NH:19][CH2:18][CH2:17]2)[C:15]2[C:10](=[CH:11][CH:12]=[CH:13][CH:14]=2)[C:9]1=[O:22])[C:2]1[CH:7]=[CH:6][CH:5]=[CH:4][CH:3]=1.Cl[CH2:24][C:25]([N:27]1[CH2:32][CH2:31][N:30]([CH:33]2[CH2:36][CH2:35][CH2:34]2)[CH2:29][CH2:28]1)=[O:26].C([O-])([O-])=O.[K+].[K+].O>CC#N.CCOC(C)=O>[CH2:1]([N:8]1[C:16]2([CH2:21][CH2:20][N:19]([CH2:24][C:25]([N:27]3[CH2:32][CH2:31][N:30]([CH:33]4[CH2:36][CH2:35][CH2:34]4)[CH2:29][CH2:28]3)=[O:26])[CH2:18][CH2:17]2)[C:15]2[C:10](=[CH:11][CH:12]=[CH:13][CH:14]=2)[C:9]1=[O:22])[C:2]1[CH:7]=[CH:6][CH:5]=[CH:4][CH:3]=1 |f:2.3.4|. Procedure: To a solution of 2-benzylspiro[isoindole-1,4′-piperidin]-3(2H)-one (1.84 mmol) and 1-(chloroacetyl)-4-cyclobutylpiperazine (1.84 mmol) in CH3CN (8 ml) is added K2CO3 (761 mg, 5.52 mmol). The resulting suspension is stirred at rt overnight. Water (10 ml) and EtOAc (10 ml) is added and the layers are separated. The aqueous layer is extracted with EtOAc (20 ml) and the combined extracts are washed with brine (20 ml), dried over Na2SO4 and evaporated. The residue is purified by flash column to give ... Reactants: C(C1=CC=CC=C1)OC1=C(C2=C(C(C=C(O2)C=CC(=O)OCC)=O)C=C1)CCC (ethyl 3-(7-benzyloxy-4-oxo-8-n-propyl-4H-1-benzopyran-2-yl)acrylate), B(Cl)(Cl)Cl (BCl3). The solvent is ClCCl (dichloromethane). Yields the product OC1=C(C2=C(C(C=C(O2)/C=C/C(=O)OCC)=O)C=C1)CCC (trans ethyl 3-(7-hydroxy-4-oxo-8-n-propyl-4H-1-benzopyran-2-yl)acrylate). The yield is 69.2%. RXN SMILES: C([O:8][C:9]1[CH:26]=[CH:25][C:12]2[C:13](=[O:24])[CH:14]=[C:15]([CH:17]=[CH:18][C:19]([O:21][CH2:22][CH3:23])=[O:20])[O:16][C:11]=2[C:10]=1[CH2:27][CH2:28][CH3:29])C1C=CC=CC=1.B(Cl)(Cl)Cl>ClCCl>[OH:8][C:9]1[CH:26]=[CH:25][C:12]2[C:13](=[O:24])[CH:14]=[C:15](/[CH:17]=[CH:18]/[C:19]([O:21][CH2:22][CH3:23])=[O:20])[O:16][C:11]=2[C:10]=1[CH2:27][CH2:28][CH3:29]. Procedure: A solution of ethyl 3-(7-benzyloxy-4-oxo-8-n-propyl-4H-1-benzopyran-2-yl)acrylate (6.0 g) in dichloromethane (150 ml) at -60° C. was treated with an excess of BCl3. After 3/4 hour the solution was poured onto ice and stirred. After 12 hours the mixture was extracted with ethyl acetate. The organic layer was separated, washed well (water), dried (MgSO4) and evaporated to afford a pale yellow solid. The latter was crystallised from aqueous ethanol to yield trans ethyl 3-(7-hydroxy-4-oxo-8-n-propyl... The reactants are C([O-])([O-])=O.[Cs+].[Cs+] (cesium carbonate), C1(=CC=CC=C1)P(C1=C(C2=CC=CC=C2C=C1)C1=C(C=CC2=CC=CC=C12)P(C1=CC=CC=C1)C1=CC=CC=C1)C1=CC=CC=C1 (2,2′-bis(diphenylphosphino)-1,1′-binaphthyl), N1(CCNCC1)C1=CC=C(C(=O)OCC)C=C1 (ethyl 4-piperazinylbenzoate), C[C@@H]1CN(C[C@@H](O1)C)C1=CC=C(C=C1)C1=CC=C(C=C1)OS(=O)(=O)C(F)(F)F (trifluoromethanesulfonic acid 4′-(cis-2,6-dimethylmorpholin-4-yl)-1,1′-biphenyl-4-yl ester). The reagents and catalysts are C(C)(=O)[O-].[Pd+2].C(C)(=O)[O-] (palladium(II) acetate). Solvent: O1CCOCC1 (dioxane), O (water). Run at temperature 100 celsius, time 6.5 hour. Product: C(C)OC(C1=CC=C(C=C1)N1CCN(CC1)C1=CC=C(C=C1)C1=CC=C(C=C1)N1C[C@H](O[C@H](C1)C)C)=O (4-[4-[4′-(cis-2,6-dimethylmorpholin-4-yl)-1,1′-biphenyl-4-yl]piperazinyl]benzoic acid ethyl ester). The yield is 74.8%. Reaction SMILES: C(=O)([O-])[O-].[Cs+].[Cs+].C1(P(C2C=CC=CC=2)C2C=CC3C(=CC=CC=3)C=2C2C3C(=CC=CC=3)C=CC=2P(C2C=CC=CC=2)C2C=CC=CC=2)C=CC=CC=1.[CH3:53][C@H:54]1[O:59][C@@H:58]([CH3:60])[CH2:57][N:56]([C:61]2[CH:66]=[CH:65][C:64]([C:67]3[CH:72]=[CH:71][C:70](OS(C(F)(F)F)(=O)=O)=[CH:69][CH:68]=3)=[CH:63][CH:62]=2)[CH2:55]1.[N:81]1([C:87]2[CH:97]=[CH:96][C:90]([C:91]([O:93][CH2:94][CH3:95])=[O:92])=[CH:89][CH:88]=2)[CH2:86][CH2:85][NH:84][CH2:83][CH2:82]1>O1CCOCC1.C([O-])(=O)C.[Pd+2].C([O-])(=O)C.O>[CH2:94]([O:93][C:91](=[O:92])[C:90]1[CH:89]=[CH:88][C:87]([N:81]2[CH2:82][CH2:83][N:84]([C:70]3[CH:71]=[CH:72][C:67]([C:64]4[CH:65]=[CH:66][C:61]([N:56]5[CH2:57][C@H:58]([CH3:60])[O:59][C@H:54]([CH3:53])[CH2:55]5)=[CH:62][CH:63]=4)=[CH:68][CH:69]=3)[CH2:85][CH2:86]2)=[CH:97][CH:96]=1)[CH3:95] |f:0.1.2,7.8.9|. Procedure: To a mixture of cesium carbonate (1.43 g), palladium(II) acetate (35 mg) and 2,2′-bis(diphenylphosphino)-1,1′-binaphthyl (146 mg) in dioxane (6 ml) was successively added trifluoromethanesulfonic acid 4′-(cis-2,6-dimethylmorpholin-4-yl)-1,1′-biphenyl-4-yl ester (1.30 g) and ethyl 4-piperazinylbenzoate (0.88 g) in a stream of nitrogen. The mixture was stirred at ambient temperature for 30 minutes and at 100° C. for further 6.5 hours. After cooling to room temperature, water was added to the react... Reactants: [Br-], N#Cc1c(F)cc(Cl)cc1Br, C1CCOC1, COc1cccc(C(=O)Cl)c1, N#C[Cu], [Li+], [Zn]. Product: COc1cccc(C(=O)c2cc(Cl)cc(F)c2C#N)c1. As a reaction SMILES: [Br-:13].[Br:1][c:2]1[c:3]([C:4]#[N:5])[c:6]([F:11])[cH:7][c:8]([Cl:10])[cH:9]1.[CH2:28]1[O:29][CH2:30][CH2:31][CH2:32]1.[CH3:17][O:18][c:19]1[cH:20][c:21]([C:22](=[O:23])[Cl:24])[cH:25][cH:26][cH:27]1.[Cu:14][C:15]#[N:16].[Li+:12].[Zn:33]>>[c:2]1([C:22]([c:21]2[cH:20][c:19]([O:18][CH3:17])[cH:27][cH:26][cH:25]2)=[O:23])[c:3]([C:4]#[N:5])[c:6]([F:11])[cH:7][c:8]([Cl:10])[cH:9]1. Yields the product OC(C)C=1COC2=CC=CC=C2C1 (3-(1-Hydroxyethyl)-2H-Chromene). Reactants: CC=1C=C2C=C(COC2=C(C1)C)C(C)=O (6,8-dimethyl-3-acetyl-2H-chromene), C(C)(=O)C=1COC2=CC=CC=C2C1 (3-acetyl-2H-chromene). As a reaction SMILES: C[C:2]1[CH:3]=[C:4]2[C:9](=[C:10](C)[CH:11]=1)[O:8][CH2:7][C:6]([C:13](=[O:15])[CH3:14])=[CH:5]2.C(C1COC2C(C=1)=CC=CC=2)(=O)C>>[OH:15][CH:13]([C:6]1[CH2:7][O:8][C:9]2[C:4]([CH:5]=1)=[CH:3][CH:2]=[CH:11][CH:10]=2)[CH3:14]. Reported procedure: The procedure is as in Example 1, stage B, 6,8-dimethyl-3-acetyl-2H-chromene being replaced by 3-acetyl-2H-chromene, obtained in the preceding stage. The reactants are CC1=CC=C(C=N1)B(O)O (6-methylpyridin-3-ylboronic acid), BrC=1C=C(C=2N(C=3C=C(C=CC3C2N1)Cl)CC1=CC=C(C=C1)OC)C(=O)OC (methyl 2-bromo-7-chloro-5-(4-methoxybenzyl)-5H-pyrido[3,2-b]indole-4-carboxylate), [O-]P(=O)([O-])[O-].[K+].[K+].[K+] (potassium phosphate tribasic), C1(CCCCC1)P(C1=C(C=CC=C1)C1=C(C=CC=C1OC)OC)C1CCCCC1 (dicyclohexyl(2′,6′-dimethoxybiphenyl-2-yl)phosphine). Reagents/catalysts: CC(=O)[O-].CC(=O)[O-].[Pd+2] (Pd(OAc)2). Reaction conditions: temperature 70 celsius. The product is ClC=1C=CC=2C3=C(N(C2C1)CC1=CC=C(C=C1)OC)C(=CC(=N3)C=3C=NC(=CC3)C)C(=O)OC (methyl 7-chloro-5-(4-methoxybenzyl)-2-(6-methylpyridin-3-yl)-5H-pyrido[3,2-b]indole-4-carboxylate). The yield is 28.3%. RXN SMILES: [CH3:1][C:2]1[N:7]=[CH:6][C:5](B(O)O)=[CH:4][CH:3]=1.Br[C:12]1[CH:13]=[C:14]([C:35]([O:37][CH3:38])=[O:36])[C:15]2[N:16]([CH2:26][C:27]3[CH:32]=[CH:31][C:30]([O:33][CH3:34])=[CH:29][CH:28]=3)[C:17]3[CH:18]=[C:19]([Cl:25])[CH:20]=[CH:21][C:22]=3[C:23]=2[N:24]=1.[O-]P([O-])([O-])=O.[K+].[K+].[K+].C1(P(C2CCCCC2)C2C=CC=CC=2C2C(OC)=CC=CC=2OC)CCCCC1>CC([O-])=O.CC([O-])=O.[Pd+2]>[Cl:25][C:19]1[CH:20]=[CH:21][C:22]2[C:23]3[N:24]=[C:12]([C:5]4[CH:6]=[N:7][C:2]([CH3:1])=[CH:3][CH:4]=4)[CH:13]=[C:14]([C:35]([O:37][CH3:38])=[O:36])[C:15]=3[N:16]([CH2:26][C:27]3[CH:32]=[CH:31][C:30]([O:33][CH3:34])=[CH:29][CH:28]=3)[C:17]=2[CH:18]=1 |f:2.3.4.5,7.8.9|. Procedure: A flask containing a mixture of 6-methylpyridin-3-ylboronic acid (0.592 g, 4.32 mmol), methyl 2-bromo-7-chloro-5-(4-methoxybenzyl)-5H-pyrido[3,2-b]indole-4-carboxylate (1.24 g, 2.70 mmol), powdered potassium phosphate tribasic (1.38 g, 6.48 mmol), dicyclohexyl(2′,6′-dimethoxybiphenyl-2-yl)phosphine (0.222 g, 0.540 mmol), and Pd(OAc)2 (0.061 g, 0.270 mmol) was flushed with nitrogen. THF (10 mL) was added and the reaction was heated at 70° C. for 15 hr. This was partitioned between EtOAc and water... Reactants: COC1=CC=C(C=C1)S(=O)(=O)N[C@@H](C(=O)OC)C(C)C (methyl 2(R)-[[4-methoxybenzenesulfonyl]amino]-3-methylbutanoate), Cl.N1=CC(=CC=C1)CCl (3-picolyl chloride hydrochloride), Cl.N1=CC(=CC=C1)CCl (3-picolyl chloride hydrochloride), C([O-])([O-])=O.[K+].[K+] (potassium carbonate), C([O-])([O-])=O.[K+].[K+] (potassium carbonate), Cl (HCl). Run in C(C)(=O)OCC (ethyl acetate), CN(C=O)C (dimethylformamide). Run at time 2 day. The product is Cl.COC1=CC=C(C=C1)S(=O)(=O)N([C@@H](C(=O)OC)C(C)C)CC=1C=NC=CC1 (methyl 2(R)-[[4-methoxybenzenesulfonyl](3-picolyl)amino]-3-methylbutanoate hydrochloride). RXN SMILES: [CH3:1][O:2][C:3]1[CH:8]=[CH:7][C:6]([S:9]([NH:12][C@H:13]([CH:18]([CH3:20])[CH3:19])[C:14]([O:16][CH3:17])=[O:15])(=[O:11])=[O:10])=[CH:5][CH:4]=1.Cl.[N:22]1[CH:27]=[CH:26][CH:25]=[C:24]([CH2:28][Cl:29])[CH:23]=1.C(=O)([O-])[O-].[K+].[K+].Cl>CN(C)C=O.C(OCC)(=O)C>[ClH:29].[CH3:1][O:2][C:3]1[CH:8]=[CH:7][C:6]([S:9]([N:12]([CH2:28][C:24]2[CH:23]=[N:22][CH:27]=[CH:26][CH:25]=2)[C@H:13]([CH:18]([CH3:20])[CH3:19])[C:14]([O:16][CH3:17])=[O:15])(=[O:10])=[O:11])=[CH:5][CH:4]=1 |f:1.2,3.4.5,9.10|. Procedure details: To a solution of methyl 2(R)-[[4-methoxybenzenesulfonyl]amino]-3-methylbutanoate (1662 g, 5.52 mol) in dimethylformamide (10.9 L) is added 3-picolyl chloride hydrochloride (947.3 g, 5.77 mol) followed by powdered potassium carbonate (2409.9 g, 17.36 mol). The reaction mixture is stirred at room temperature for 2 days. At that time, additional quantities of 3-picolyl chloride hydrochloride (95 g) and powdered potassium carbonate (241 g) are added, and the reaction is stirred for 3 more days. The ...